describe an organic reaction: reactants, conditions, products, and yield From a dataset of the Open Reaction Database (ORD), a public repository of structured organic reaction records. Starting materials: CO, Cl, [H][H], O=C(O)C1CCCN(CCOCC=C2c3ccccc3CCc3ccccc32)C1. Product: Cl, O=C(O)C1CCCN(CCOCCC2c3ccccc3CCc3ccccc32)C1. As a reaction SMILES: [CH3:33][OH:34].[ClH:1].[H:31][H:32].[cH:2]1[cH:3][cH:4][cH:5][c:6]2[c:12]1[CH2:11][CH2:10][c:9]1[c:8]([cH:16][cH:15][cH:14][cH:13]1)[C:7]2=[CH:17][CH2:18][O:19][CH2:20][CH2:21][N:22]1[CH2:23][CH:24]([C:28](=[O:29])[OH:30])[CH2:25][CH2:26][CH2:27]1>>[ClH:1].[cH:2]1[cH:3][cH:4][cH:5][c:6]2[c:12]1[CH2:11][CH2:10][c:9]1[c:8]([cH:16][cH:15][cH:14][cH:13]1)[CH:7]2[CH2:17][CH2:18][O:19][CH2:20][CH2:21][N:22]1[CH2:23][CH:24]([C:28](=[O:29])[OH:30])[CH2:25][CH2:26][CH2:27]1. Yields the product O=S(=O)(Nc1ccc2c(c1)OCO2)c1cc(Cl)ccc1C(F)(F)F. Starting materials: O=S(=O)(Cl)c1cc(Br)ccc1Cl, Nc1ccc2c(c1)OCO2, O=S(=O)(Cl)c1cc(Cl)ccc1C(F)(F)F. Reaction SMILES: [Br:1][c:2]1[cH:3][cH:4][c:5]([Cl:6])[c:7]([S:8]([Cl:9])(=[O:10])=[O:11])[cH:12]1.[CH2:28]1[O:29][c:30]2[cH:31][c:32]([NH2:33])[cH:34][cH:35][c:36]2[O:37]1.[Cl:13][c:14]1[cH:15][cH:16][c:17]([C:24]([F:25])([F:26])[F:27])[c:18]([S:20](=[O:21])(=[O:22])[Cl:23])[cH:19]1>>[Cl:13][c:14]1[cH:15][cH:16][c:17]([C:24]([F:25])([F:26])[F:27])[c:18]([S:20](=[O:21])(=[O:22])[NH:33][c:32]2[cH:31][c:30]3[c:36]([cH:35][cH:34]2)[O:37][CH2:28][O:29]3)[cH:19]1.